The task is: describe an organic reaction: reactants, conditions, products, and yield. This data is from the Open Reaction Database (ORD), a public repository of structured organic reaction records. Starting materials: CN(C1(CCC(CC1)N)C1=CC=CC=C1)C ((4-dimethylamino-4-phenyl-cyclohexyl)amine), [Cl-].COC1=NC(=NC(=N1)OC)[N+]1(CCOCC1)C (4-(4,6-dimethoxy-1,3,5-triazin-2-yl)-4-methylmorpholinium chloride), N1C=C(C2=CC=CC=C12)CC(=O)N[C@@H](CC(C)C)C(=O)O (N-(3-indolylacetyl)-L-leucine). The solvent is CO (MeOH). Run at time 24 hour. Product: CN(C1(CCC(CC1)NC(C(CC(C)C)NC(CC1=CNC2=CC=CC=C12)=O)=O)C1=CC=CC=C1)C (2-(2-1H-Indol-3-ylacetylamino)-4-methylpentanoic acid (4-dimethylamino-4-phenylcyclohexyl)amide). Reaction SMILES: [CH3:1][N:2]([CH3:16])[C:3]1([C:10]2[CH:15]=[CH:14][CH:13]=[CH:12][CH:11]=2)[CH2:8][CH2:7][CH:6]([NH2:9])[CH2:5][CH2:4]1.[Cl-].COC1N=C(OC)N=C([N+]2(C)CCOCC2)N=1.[NH:35]1[C:43]2[C:38](=[CH:39][CH:40]=[CH:41][CH:42]=2)[C:37]([CH2:44][C:45]([NH:47][C@H:48]([C:53](O)=[O:54])[CH2:49][CH:50]([CH3:52])[CH3:51])=[O:46])=[CH:36]1>CO>[CH3:1][N:2]([CH3:16])[C:3]1([C:10]2[CH:15]=[CH:14][CH:13]=[CH:12][CH:11]=2)[CH2:8][CH2:7][CH:6]([NH:9][C:53](=[O:54])[CH:48]([NH:47][C:45](=[O:46])[CH2:44][C:37]2[C:38]3[C:43](=[CH:42][CH:41]=[CH:40][CH:39]=3)[NH:35][CH:36]=2)[CH2:49][CH:50]([CH3:52])[CH3:51])[CH2:5][CH2:4]1 |f:1.2|. Procedure details: The more polar diastereomer of (4-dimethylamino-4-phenyl-cyclohexyl)amine (143 mg, 0.66 mmole) and 4-(4,6-dimethoxy-1,3,5-triazin-2-yl)-4-methylmorpholinium chloride (272 mg, 0.98 mmole) were added to a solution of N-(3-indolylacetyl)-L-leucine (189 mg, 0.66 mmole) in MeOH and stirred for 24 h at room temperature. Working up was performed by removing MeOH by distillation. The residue was re-dissolved with water, adjusted to pH 11 with 5M NaOH and extracted with ethyl acetate. The organic phase w... Reactants: O=C([O-])[O-], CS(C)=O, COc1cc(F)ccc1[N+](=O)[O-], [K+], [K+], O, OC1CCNCC1. Product: COc1cc(N2CCC(O)CC2)ccc1[N+](=O)[O-]. Reaction SMILES: [C:20](=[O:21])([O-:22])[O-:23].[CH3:26][S:27]([CH3:28])=[O:29].[F:1][c:2]1[cH:3][c:4]([O:11][CH3:12])[c:5]([N+:8](=[O:9])[O-:10])[cH:6][cH:7]1.[K+:24].[K+:25].[OH2:30].[OH:13][CH:14]1[CH2:15][CH2:16][NH:17][CH2:18][CH2:19]1>>[c:2]1([N:17]2[CH2:16][CH2:15][CH:14]([OH:13])[CH2:19][CH2:18]2)[cH:3][c:4]([O:11][CH3:12])[c:5]([N+:8](=[O:9])[O-:10])[cH:6][cH:7]1.